From a dataset of the Open Reaction Database (ORD), a public repository of structured organic reaction records. describe an organic reaction: reactants, conditions, products, and yield The reactants are CC(C)Oc1ccc(N)cc1, O=C(Cl)Oc1ccc([N+](=O)[O-])cc1, ClCCl, c1ccncc1. Yields the product CC(C)Oc1ccc(NC(=O)Oc2ccc([N+](=O)[O-])cc2)cc1. RXN SMILES: [CH:1]([CH3:2])([CH3:3])[O:4][c:5]1[cH:6][cH:7][c:8]([NH2:9])[cH:10][cH:11]1.[Cl:12][C:13](=[O:14])[O:15][c:16]1[cH:17][cH:18][c:19]([N+:22](=[O:23])[O-:24])[cH:20][cH:21]1.[Cl:25][CH2:26][Cl:27].[cH:28]1[cH:29][cH:30][n:31][cH:32][cH:33]1>>[CH:1]([CH3:2])([CH3:3])[O:4][c:5]1[cH:6][cH:7][c:8]([NH:9][C:13](=[O:14])[O:15][c:16]2[cH:17][cH:18][c:19]([N+:22](=[O:23])[O-:24])[cH:20][cH:21]2)[cH:10][cH:11]1.